This data is from the Open Reaction Database (ORD), a public repository of structured organic reaction records. The task is: describe an organic reaction: reactants, conditions, products, and yield As a reaction SMILES: [CH2:19]1[O:20][CH2:21][CH2:22][CH2:23]1.[Cl:13][CH2:14][CH2:15][CH2:16][I:17].[H-:1].[Na+:2].[OH2:18].[SH:3][c:4]1[o:5][c:6]2[c:7]([n:8]1)[cH:9][cH:10][cH:11][cH:12]2>>[S:3]([c:4]1[o:5][c:6]2[c:7]([n:8]1)[cH:9][cH:10][cH:11][cH:12]2)[CH2:16][CH2:15][CH2:14][Cl:13]. The reactants are C1CCOC1, ClCCCI, [H-], [Na+], O, Sc1nc2ccccc2o1. Product: ClCCCSc1nc2ccccc2o1. Reactants: C1(C=2C(C(N1)=O)=CC=CC2)=O (phthalimide), [OH-].[K+] (KOH). Solvent: C(C)O (ethyl alcohol). Reaction conditions: temperature 0 celsius. Product: C1=CC=C2C(=C1)C(=O)[N-]C2=O.[K+] (N-potassium phthalimide). Reaction SMILES: [C:1]1(=[O:11])[NH:5][C:4](=[O:6])[C:3]2=[CH:7][CH:8]=[CH:9][CH:10]=[C:2]12.[OH-].[K+:13]>C(O)C>[CH:9]1[CH:10]=[C:2]2[C:1]([N-:5][C:4](=[O:6])[C:3]2=[CH:7][CH:8]=1)=[O:11].[K+:13] |f:1.2,4.5|. Procedure: In a 1-liter three-neck round bottom flask, phthalimide (50 g) was suspended in ethyl alcohol (500 ml) and cooled to about 0° C. under stirring. A solution of alcoholic KOH (19 gm in 150 ml alcohol) was added slowly over a period of 15-20 mins., while keeping the mass temperature at 0°-5° C. After the addition was complete, the reaction mixture was stirred for 1/2 hour at 0°-5° C. and then filtered. The reactants are COc1cncc(-c2ccc3c(c2)nc(-c2cccc(C#N)c2)n3C(C)(C)C)c1, CCO, NO. Yields the product COc1cncc(-c2ccc3c(c2)nc(-c2cccc(C(=N)NO)c2)n3C(C)(C)C)c1. RXN SMILES: [C:1]([CH3:2])([CH3:3])([CH3:4])[n:5]1[c:6](-[c:22]2[cH:23][c:24]([C:25]#[N:26])[cH:27][cH:28][cH:29]2)[n:7][c:8]2[c:9]1[cH:10][cH:11][c:12](-[c:14]1[cH:15][n:16][cH:17][c:18]([O:20][CH3:21])[cH:19]1)[cH:13]2.[CH3:32][CH2:33][OH:34].[NH2:30][OH:31]>>[C:1]([CH3:2])([CH3:3])([CH3:4])[n:5]1[c:6](-[c:22]2[cH:23][c:24]([C:25](=[NH:26])[NH:30][OH:31])[cH:27][cH:28][cH:29]2)[n:7][c:8]2[c:9]1[cH:10][cH:11][c:12](-[c:14]1[cH:15][n:16][cH:17][c:18]([O:20][CH3:21])[cH:19]1)[cH:13]2. Starting materials: [Al+3], [H-], [H-], [H-], [H-], [H-], [Li+], O=C(C1CCCN1)N1CCCC1, [Na+], C1CCOC1, [OH-], O. Yields the product C1CNC(CN2CCCC2)C1. Reaction SMILES: [Al+3:14].[H-:13].[H-:16].[H-:17].[H-:18].[H-:19].[Li+:15].[NH:1]1[CH:2]([C:6](=[O:7])[N:8]2[CH2:9][CH2:10][CH2:11][CH2:12]2)[CH2:3][CH2:4][CH2:5]1.[Na+:21].[O:22]1[CH2:23][CH2:24][CH2:25][CH2:26]1.[OH-:20].[OH2:27]>>[NH:1]1[CH:2]([CH2:6][N:8]2[CH2:9][CH2:10][CH2:11][CH2:12]2)[CH2:3][CH2:4][CH2:5]1.